Dataset: the Open Reaction Database (ORD), a public repository of structured organic reaction records. Task: describe an organic reaction: reactants, conditions, products, and yield The reactants are N#Cc1ccc(CCC(=O)NCCCNCS(=O)(=O)c2cccc(Cl)c2Cl)cc1, NCCN, O, S. Yields the product O=C(CCc1ccc(C2=NCCN2)cc1)NCCCNCS(=O)(=O)c1cccc(Cl)c1Cl. Reaction SMILES: [C:1](#[N:2])[c:3]1[cH:4][cH:5][c:6]([CH2:9][CH2:10][C:11](=[O:12])[NH:13][CH2:14][CH2:15][CH2:16][NH:17][CH2:18][S:19](=[O:20])(=[O:21])[c:22]2[c:23]([Cl:29])[c:24]([Cl:28])[cH:25][cH:26][cH:27]2)[cH:7][cH:8]1.[NH2:30][CH2:31][CH2:32][NH2:33].[OH2:35].[S:34]>>[C:1]1([c:3]2[cH:4][cH:5][c:6]([CH2:9][CH2:10][C:11](=[O:12])[NH:13][CH2:14][CH2:15][CH2:16][NH:17][CH2:18][S:19](=[O:20])(=[O:21])[c:22]3[c:23]([Cl:29])[c:24]([Cl:28])[cH:25][cH:26][cH:27]3)[cH:7][cH:8]2)=[N:2][CH2:32][CH2:31][NH:30]1. Reactants: [Sn](Cl)Cl (tin (II) chloride), [Sn](Cl)Cl (tin (II) chloride), [N+](=O)([O-])C=1C=C(C=O)C=CC1 (3-nitrobenzaldehyde), [N+](=[N-])=CC(=O)OCC (ethyl diazoacetate). The solvent is C(Cl)Cl (methylene chloride). Run at time 24 hour. Product: [N+](=O)([O-])C=1C=C(C=CC1)C(CC(=O)OCC)=O (ethyl 3-(3-nitrophenyl)-3-oxopropionate). Yield: 31.8%. As a reaction SMILES: [Sn](Cl)Cl.[N+](=[CH:6][C:7]([O:9][CH2:10][CH3:11])=[O:8])=[N-].[N+:12]([C:15]1[CH:16]=[C:17]([CH:20]=[CH:21][CH:22]=1)[CH:18]=[O:19])([O-:14])=[O:13]>C(Cl)Cl>[N+:12]([C:15]1[CH:16]=[C:17]([C:18](=[O:19])[CH2:6][C:7]([O:9][CH2:10][CH3:11])=[O:8])[CH:20]=[CH:21][CH:22]=1)([O-:14])=[O:13]. Procedure: To a suspension of anhydrous tin (II) chloride (2.5 g, 13.2 mmol) in 150 mL of methylene chloride was added ethyl diazoacetate (8.3 g, 72.8 mmol). Then 3-nitrobenzaldehyde (10.0 g, 66.2 mmol) was added as a solid in small portions over 30 min. The resulting suspension was stirred at room temperature for 24 h. Additional tin (II) chloride (2.5 g) was added and the reaction was stirred an additional 24 h. The reaction was concentrated in vacuo, diluted with ethyl acetate, washed with water (2 time... Starting materials: BrC1=C(CO)C=C(C=C1)Cl (2-bromo-5-chlorobenzyl alcohol), N1C=NC=C1 (imidazole), C(C)(C)(C)[Si](C)(C)Cl (t-butyl chloro dimethylsilane), CN(C)C=O (DMF), CN(C)C=O (DMF). The solvent is CCOCC (ether). Run at time 30 minute. The product is BrC1=C(C=C(C=C1O[Si](C)(C)C(C)(C)C)Cl)C (2-bromo-5-chloro-3-t-butyldimethylsilyloxy-methylbenzene). As a reaction SMILES: [Br:1][C:2]1[CH:9]=[CH:8][C:7]([Cl:10])=[CH:6][C:3]=1[CH2:4]O.N1C=CN=C1.[C:16]([Si:20](Cl)([CH3:22])[CH3:21])([CH3:19])([CH3:18])[CH3:17].CN(C=[O:28])C>CCOCC>[Br:1][C:2]1[C:9]([O:28][Si:20]([C:16]([CH3:19])([CH3:18])[CH3:17])([CH3:22])[CH3:21])=[CH:8][C:7]([Cl:10])=[CH:6][C:3]=1[CH3:4]. Procedure details: To the solution of 2-bromo-5-chlorobenzylalcohol (10 g) from Example 73 and imidazole (3.23 g) in dry DMF (50ml) was added dropwise t-butyl chloro dimethylsilane in dry DMF (10 ml) for 20 minutes at -0° C. After addition, the mixture was stirred for 30 minutes at room temperature. The mixture was diluted with ether, and washed with saturated sodium chloride solution, dried over anhydrous sodium sulfate. The reactants are C[Mg]Br (methylmagnesium bromide), C1(CC1)CN1C=NC2=C1C=C(C=C2C=O)C(F)(F)F (1-(Cyclopropylmethyl)-6-(trifluoromethyl)-1H-benzo[d]imidazole-4-carbaldehyde), [Cl-].[NH4+] (ammonium chloride). Solvent: O1CCCC1 (tetrahydrofuran). Conditions: temperature 0 celsius, time 1.5 hour. Yields the product C1(CC1)CN1C=NC2=C1C=C(C=C2C(C)O)C(F)(F)F ((±)-1-(1-(Cyclopropylmethyl)-6-(trif luoromethyl)-1H-benzo[d]imidazol-4-yl)ethanol). Yield: 83.8%. As a reaction SMILES: [CH:1]1([CH2:4][N:5]2[C:9]3[CH:10]=[C:11]([C:16]([F:19])([F:18])[F:17])[CH:12]=[C:13]([CH:14]=[O:15])[C:8]=3[N:7]=[CH:6]2)[CH2:3][CH2:2]1.[CH3:20][Mg]Br.[Cl-].[NH4+]>O1CCCC1>[CH:1]1([CH2:4][N:5]2[C:9]3[CH:10]=[C:11]([C:16]([F:18])([F:19])[F:17])[CH:12]=[C:13]([CH:14]([OH:15])[CH3:20])[C:8]=3[N:7]=[CH:6]2)[CH2:3][CH2:2]1 |f:2.3|. Reported procedure: 1-(Cyclopropylmethyl)-6-(trifluoromethyl)-1H-benzo[d]imidazole-4-carbaldehyde (0.323 g, 1.2 mmol) was dissolved in tetrahydrofuran (6 mL), cooled down to 0° C. and to it was added methylmagnesium bromide (1.0 M in dibutyl ether, 2.2 mL, 2.2 mmol) dropwise. After 1.5 h, saturated aqueous ammonium chloride was added and the mixture was extracted with ethyl acetate (3×30 mL). The organic layer was washed with water (20 mL), brine (20 mL) and dried (Na2SO4). The crude product obtained after evaporat... Reactants: C(C)(=O)N1CC(C=2C1=CC1=C(NN=N1)C2)(C)C (5-Acetyl-7,7-dimethyl-6,7-dihydro-1H,5H-pyrrolo[2,3-f]benzotriazole), Cl (hydrogen chloride). Product: Cl.Cl.CC1(CNC2=CC3=C(NN=N3)C=C21)C (7,7-Dimethyl-6,7-dihydro-1H,5H-pyrrolo[2,3-f]benzotriazole dihydrochloride). RXN SMILES: C([N:4]1[C:8]2=[CH:9][C:10]3[N:14]=[N:13][NH:12][C:11]=3[CH:15]=[C:7]2[C:6]([CH3:17])([CH3:16])[CH2:5]1)(=O)C.[ClH:18]>>[ClH:18].[ClH:18].[CH3:16][C:6]1([CH3:17])[C:7]2[C:8](=[CH:9][C:10]3[N:14]=[N:13][NH:12][C:11]=3[CH:15]=2)[NH:4][CH2:5]1 |f:2.3.4|. Procedure: 0.5 g. of the product of Example 7 is heated under reflux for 2.5 hours with 20 ml. ethanolic hydrogen chloride solution, then allowed to cool and filtered. There is obtained 0.4 g. (70% of theory) of the title compound; m.p. 243°-245° C.